From a dataset of the Open Reaction Database (ORD), a public repository of structured organic reaction records. describe an organic reaction: reactants, conditions, products, and yield The reactants are ClC1=C(C=C2CC(C(C2=C1Cl)=O)(C)C(C)C)CC(=O)N (6,7-dichloro-2-(i-propyl)-2-methyl-1-oxoindan-5-ylacetamide), ClC1=C(C=C2CC(C(C2=C1Cl)=O)(C)CC)CC(=O)N (6,7-dichloro-2-ethyl-2-methyl-1-oxoindan-5-ylacetamide), ClC1=C(C=C2CC(C(C2=C1Cl)=O)(C(C)C)CC)CC(=O)N (6,7-dichloro-2-ethyl-2-(i-propyl)-1-oxoindan-5-ylacetamide). The product is ClC1=C(C=C2CC(C(C2=C1Cl)O)(C)C(C)C)CC(=O)N (6,7-dichloro-2-(i-propyl)-2-methyl-1-hydroxyindan-5-ylacetamide), ClC1=C(C=C2CC(C(C2=C1Cl)O)(C)CC)CC(=O)N (6,7-dichloro-2-ethyl-2-methyl-1-hydroxyindan-5-ylacetamide), ClC1=C(C=C2CC(C(C2=C1Cl)O)(CCC)CC)CC(=O)N (6,7-dichloro-2-ethyl-2-(n-propyl)-1-hydroxyindan-5-ylacetamide). As a reaction SMILES: [Cl:1][C:2]1[C:10]([Cl:11])=[C:9]2[C:5]([CH2:6][C:7]([CH:14]([CH3:16])[CH3:15])([CH3:13])[C:8]2=[O:12])=[CH:4][C:3]=1[CH2:17][C:18]([NH2:20])=[O:19].[Cl:21][C:22]1[C:30]([Cl:31])=[C:29]2[C:25]([CH2:26][C:27]([CH2:34][CH3:35])([CH3:33])[C:28]2=[O:32])=[CH:24][C:23]=1[CH2:36][C:37]([NH2:39])=[O:38].[Cl:40][C:41]1[C:49]([Cl:50])=[C:48]2[C:44]([CH2:45][C:46]([CH2:55][CH3:56])(C(C)C)[C:47]2=[O:51])=[CH:43][C:42]=1[CH2:57][C:58]([NH2:60])=[O:59]>>[Cl:1][C:2]1[C:10]([Cl:11])=[C:9]2[C:5]([CH2:6][C:7]([CH:14]([CH3:16])[CH3:15])([CH3:13])[CH:8]2[OH:12])=[CH:4][C:3]=1[CH2:17][C:18]([NH2:20])=[O:19].[Cl:21][C:22]1[C:30]([Cl:31])=[C:29]2[C:25]([CH2:26][C:27]([CH2:34][CH3:35])([CH3:33])[CH:28]2[OH:32])=[CH:24][C:23]=1[CH2:36][C:37]([NH2:39])=[O:38].[Cl:40][C:41]1[C:49]([Cl:50])=[C:48]2[C:44]([CH2:45][C:46]([CH2:55][CH3:56])([CH2:3][CH2:2][CH3:10])[CH:47]2[OH:51])=[CH:43][C:42]=1[CH2:57][C:58]([NH2:60])=[O:59]. Procedure: When 6,7-dichloro-2-(i-propyl)-2-methyl-1-oxoindan-5-ylacetamide, 6,7-dichloro-2-ethyl-2-methyl-1-oxoindan-5-ylacetamide, and 6,7-dichloro-2-ethyl-2-(i-propyl)-1-oxoindan-5-ylacetamide are treated as described in Example 5, there are obtained 6,7-dichloro-2-(i-propyl)-2-methyl-1-hydroxyindan-5-ylacetamide, 6,7-dichloro-2-ethyl-2-methyl-1-hydroxyindan-5-ylacetamide and 6,7-dichloro-2-ethyl-2-(n-propyl)-1-hydroxyindan-5-ylacetamide. The reactants are N[C@@H](CCC(N)=O)C(=O)O (glutamine), O (water), Cl (hydrochloric acid), ClC(C(Cl)(Cl)Cl)(Cl)Cl (hexachloroethane), C([O-])([O-])=O.[K+].[K+] (potassium carbonate), C(=O)(OCC1=CC=CC=C1)N[C@@H](C)C(=O)O (carbobenzoxy alanine), C1(=CC=CC=C1)P(C1=CC=CC=C1)C1=CC=CC=C1 (triphenylphosphine), [OH-].[Na+] (sodium hydroxide). Solvent: C(C)#N (acetonitrile), C(C)#N (acetonitrile), CCOCC (ether). Reaction conditions: time 1 hour. Product: N[C@@H](C)C(=O)N[C@@H](CCC(N)=O)C(=O)O (L-Ala-L-Gln). Isolated yield 45.0%. As a reaction SMILES: ClC(Cl)(Cl)C(Cl)(Cl)Cl.C([NH:19][C@H:20]([C:22](O)=[O:23])[CH3:21])(OCC1C=CC=CC=1)=O.C1(P(C2C=CC=CC=2)C2C=CC=CC=2)C=CC=CC=1.O.[NH2:45][C@H:46]([C:52]([OH:54])=[O:53])[CH2:47][CH2:48][C:49](=[O:51])[NH2:50].[OH-].[Na+].C(=O)([O-])[O-].[K+].[K+].Cl>CCOCC.C(#N)C>[NH2:19][C@H:20]([C:22]([NH:45][C@H:46]([C:52]([OH:54])=[O:53])[CH2:47][CH2:48][C:49](=[O:51])[NH2:50])=[O:23])[CH3:21] |f:5.6,7.8.9|. Procedure details: Dissolve 30 mmol of hexachloroethane with 10 ml of acetonitrile, drop it into a mixed system composed of 10 mmol of carbobenzoxy alanine (Z-Ala), 20 ml of triphenylphosphine and 10 ml of acetonitrile. After reacting at 5° C. for 1.0 h., drop it into 20 ml of water containing 10 mmol of glutamine. While reacting, regulate pH to 10 with 20 mmol of sodium hydroxide and then potassium carbonate successively, the reaction temperature is 5° C., and the reaction time after dropping is 2 hours. And then...